This data is from the Open Reaction Database (ORD), a public repository of structured organic reaction records. The task is: describe an organic reaction: reactants, conditions, products, and yield Reactants: NN (hydrazine), Cl.C1(=C(C=CC=C1)NN)C (o-tolylhydrazine hydrochloride), C(O)([O-])=O.[Na+] (sodium hydrogencarbonate), ClC=1N=C2C=CC=CC2=C2C=CC=CC12 (6-chlorophenanthridine). Solvent: C(C)O (ethanol), O (water), ClCCl (dichloromethane). Yields the product Cl.C1=CC=CC2=NC(=C3C=CC=CC3=C12)NNC1=C(C=CC=C1)C (N-Phenanthridin-6-yl-N′-o-tolylhydrazine hydrochloride). As a reaction SMILES: Cl.[C:2]1([CH3:10])[CH:7]=[CH:6][CH:5]=[CH:4][C:3]=1[NH:8][NH2:9].C(=O)([O-])O.[Na+].NN.[Cl:18][C:19]1[N:20]=[C:21]2[C:26](=[C:27]3[C:32]=1[CH:31]=[CH:30][CH:29]=[CH:28]3)[CH:25]=[CH:24][CH:23]=[CH:22]2>ClCCl.C(O)C.O>[ClH:18].[CH:25]1[C:26]2[C:21](=[N:20][C:19]([NH:9][NH:8][C:3]3[CH:4]=[CH:5][CH:6]=[CH:7][C:2]=3[CH3:10])=[C:32]3[C:27]=2[CH:28]=[CH:29][CH:30]=[CH:31]3)[CH:22]=[CH:23][CH:24]=1 |f:0.1,2.3,9.10|. Procedure: A solution of o-tolylhydrazine hydrochloride (7.6 g, 47 mmol) in dichloromethane (450 ml) is extracted by shaking three times each with saturated aqueous sodium hydrogencarbonate solution (90 ml each time) and demineralized water. The organic phase is dried over sodium sulfate, filtered and concentrated to dryness. Yield: 4.9 g (86%). The hydrazine (4.8 g, 39 mmol) is dissolved in ethanol (100 ml) and admixed under argon with 6-chlorophenanthridine (A. G. Mikhailovskii, V. S. Shklyaev, Chem. Het... The reactants are C(C(C)C)[Al](CC(C)C)CC(C)C (tri-isobutyl aluminum), C(C)(=O)OC1=C(C(=O)O)C=CC=C1 (o-acetoxybenzoic acid). Solvent: C1=CC=CC=C1 (benzene), C1=CC=CC=C1 (benzene). Run at time 2 hour. Yields the product C(C)(=O)OC1=C(C(=O)[O-])C=CC=C1.C(C)(=O)OC1=C(C(=O)[O-])C=CC=C1.C(C)(=O)OC1=C(C(=O)[O-])C=CC=C1.[Al+3] (aluminum tris-(o-acetoxybenzoate)). The yield is 89.6%. RXN SMILES: C([Al:5](CC(C)C)CC(C)C)C(C)C.[C:14]([O:17][C:18]1[CH:26]=[CH:25][CH:24]=[CH:23][C:19]=1[C:20]([OH:22])=[O:21])(=[O:16])[CH3:15]>C1C=CC=CC=1>[C:14]([O:17][C:18]1[CH:26]=[CH:25][CH:24]=[CH:23][C:19]=1[C:20]([O-:22])=[O:21])(=[O:16])[CH3:15].[C:14]([O:17][C:18]1[CH:26]=[CH:25][CH:24]=[CH:23][C:19]=1[C:20]([O-:22])=[O:21])(=[O:16])[CH3:15].[C:14]([O:17][C:18]1[CH:26]=[CH:25][CH:24]=[CH:23][C:19]=1[C:20]([O-:22])=[O:21])(=[O:16])[CH3:15].[Al+3:5] |f:3.4.5.6|. Procedure: 3.96 g of tri-isobutyl aluminum were dissolved in 150 ml of benzene, and a solution of 10.8 g of o-acetoxybenzoic acid dissolved in 200 ml of benzene was added dropwise little by little under ice cooling to the above solution under nitrogen gas current. After completion of the dropwise addition, the temperature of the mixture was returned to room temperature, and the reaction was further continued for 2 hours under agitation. Then, the benzene was distilled off under reduced pressure. Thus, 10.1... Starting materials: N1C=C(C2=CC=CC=C12)CC(C(=O)O)=O (indole-3-pyruvic acid), CC1=NC=C(C(=C1O)CN)COP(=O)(O)O (pyridoxamine-5-phosphate), P(=O)([O-])([O-])[O-] (phosphate). Run in O (water). Run at temperature 37 celsius, time 2 hour. Yields the product N[C@@H](CC1=CNC2=CC=CC=C12)C(=O)O (L-tryptophan). As a reaction SMILES: [NH:1]1[C:9]2[C:4](=[CH:5][CH:6]=[CH:7][CH:8]=2)[C:3]([CH2:10][C:11](=O)[C:12]([OH:14])=[O:13])=[CH:2]1.CC1C(O)=C(CN)C(COP(O)(O)=O)=C[N:18]=1.P([O-])([O-])([O-])=O>O>[NH2:18][C@H:11]([C:12]([OH:14])=[O:13])[CH2:10][C:3]1[C:4]2[C:9](=[CH:8][CH:7]=[CH:6][CH:5]=2)[NH:1][CH:2]=1. Reported procedure: To a solution containing 20.3 g (100 mmol) of indole-3-pyruvic acid and 26.5 g (100 mmol) of pyridoxamine-5-phosphate in 1000 ml of distilled water buffered at pH 6.5 with 0.5M phosphate buffer and maintained at 37° C. is added 50 mg of the monoclonal antibodies prepared according to Example 15. The reaction mixture is gently agitated for 2 hours. The monoclonal antibodies are then recovered by ultrafiltration. Dialysis of the reaction mixture followed by lyophilization yields the product L-tryp... Run in N1=CC=CC=C1 (pyridine). RXN SMILES: [C:1]([C:14]1[CH:19]=[CH:18][CH:17]=[CH:16][C:15]=1[CH2:20][CH2:21][C:22]([O:24][CH3:25])=[O:23])#[C:2][CH2:3][CH2:4][CH2:5][CH2:6][CH2:7][CH2:8][CH2:9][CH2:10][CH2:11][CH2:12][CH3:13].[H][H]>N1C=CC=CC=1.[Pd]>[CH:1](/[C:14]1[CH:19]=[CH:18][CH:17]=[CH:16][C:15]=1[CH2:20][CH2:21][C:22]([O:24][CH3:25])=[O:23])=[CH:2]/[CH2:3][CH2:4][CH2:5][CH2:6][CH2:7][CH2:8][CH2:9][CH2:10][CH2:11][CH2:12][CH3:13]. The reactants are C(#CCCCCCCCCCCC)C1=C(C=CC=C1)CCC(=O)OC (methyl 3-[2-(1-tridecynyl)phenyl]propanoate), [H][H] (hydrogen). The reagents and catalysts are [Pd] (palladium). Yield: 77.5%. Procedure: A solution of methyl 3-[2-(1-tridecynyl)phenyl]propanoate (500 mg) in pyridine (20 ml) was hydrogenated at atmospheric pressure over 5% palladium on barium sulphate (20 mg) until 1 equivalent of hydrogen was absorbed. The catalyst was then removed by filtration and the filtrate evaporated to a pale yellow oil. Chromatograpy on silica eluting with 1:1 dichloromethane-petrol (bp 60°-80° C.) gave 390 mg (78%) of the title ester, νmax (film) 2930, 2850, 1740 cm-1, δ(CDCl3), 0.87 (3H, distorted t, te... The product is dichloromethane-petrol, C(=C/CCCCCCCCCCC)/C1=C(C=CC=C1)CCC(=O)OC (Methyl 3-{2-[(Z)-1-tridecenyl]phenyl}propanoate).